From a dataset of the Open Reaction Database (ORD), a public repository of structured organic reaction records. describe an organic reaction: reactants, conditions, products, and yield Yields the product COc1cc2c(N=C(NCCN(C)C)Nc3c(C)cccc3C)ncnc2cc1OCC1COCCN1. The reactants are ClCCl, COc1cc2c(N=C(NCCN(C)C)Nc3c(C)cccc3C)ncnc2cc1OCC1COCCN1Cc1ccccc1, CCO, [H][H], O=C(O)C(F)(F)F. Reaction SMILES: [CH2:57]([Cl:58])[Cl:59].[CH3:1][N:2]([CH2:3][CH2:4][NH:5][C:6](=[N:7][c:8]1[n:9][cH:10][n:11][c:12]2[cH:13][c:14]([O:20][CH2:21][CH:22]3[CH2:23][O:24][CH2:25][CH2:26][N:27]3[CH2:28][c:29]3[cH:30][cH:31][cH:32][cH:33][cH:34]3)[c:15]([O:18][CH3:19])[cH:16][c:17]12)[NH:35][c:36]1[c:37]([CH3:43])[cH:38][cH:39][cH:40][c:41]1[CH3:42])[CH3:44].[CH3:52][CH2:53][OH:54].[H:55][H:56].[OH:45][C:46]([C:47]([F:48])([F:49])[F:50])=[O:51]>>[CH3:1][N:2]([CH2:3][CH2:4][NH:5][C:6](=[N:7][c:8]1[n:9][cH:10][n:11][c:12]2[cH:13][c:14]([O:20][CH2:21][CH:22]3[CH2:23][O:24][CH2:25][CH2:26][NH:27]3)[c:15]([O:18][CH3:19])[cH:16][c:17]12)[NH:35][c:36]1[c:37]([CH3:43])[cH:38][cH:39][cH:40][c:41]1[CH3:42])[CH3:44]. Starting materials: C(CCC)SCCC(NC1=CC(=CC=C1)OCCC(OC)OC(CNC(C)=O)=O)=O (2-{3-(2-acetylaminoacetoxy-3-methoxypropoxy)phenylcarbamoyl}ethyl butyl sulfide), CI (methyl iodide), CCOCC (Ether). The solvent is CN(C=O)C (dimethylformamide). Reaction conditions: time 24 hour. The product is [I-].C(C)(=O)NCC(=O)OC(CCOC=1C=C(C=CC1)NC(=O)CC[S+](C)CCCC)OC (2-{3-(2-acetylaminoacetoxy-3-methoxypropoxy)phenyl carbamoyl}ethylbutylmethylsulfonium iodide). Isolated yield 89.3%. As a reaction SMILES: [CH2:1]([S:5][CH2:6][CH2:7][C:8](=[O:30])[NH:9][C:10]1[CH:15]=[CH:14][CH:13]=[C:12]([O:16][CH2:17][CH2:18][CH:19]([O:22][C:23](=[O:29])[CH2:24][NH:25][C:26](=[O:28])[CH3:27])[O:20][CH3:21])[CH:11]=1)[CH2:2][CH2:3][CH3:4].C[I:32].[CH3:33]COCC>CN(C)C=O>[I-:32].[C:26]([NH:25][CH2:24][C:23]([O:22][CH:19]([O:20][CH3:21])[CH2:18][CH2:17][O:16][C:12]1[CH:11]=[C:10]([NH:9][C:8]([CH2:7][CH2:6][S+:5]([CH2:1][CH2:2][CH2:3][CH3:4])[CH3:33])=[O:30])[CH:15]=[CH:14][CH:13]=1)=[O:29])(=[O:28])[CH3:27] |f:4.5|. Procedure: Dissolved in 4 ml of dimethylformamide was 4.41 g of 2-{3-(2-acetylaminoacetoxy-3-methoxypropoxy)phenylcarbamoyl}ethyl butyl sulfide. Thereto was added 5.00 g of methyl iodide and the mixture was stirred at room temperature for 24 hours. Ether was added to the reaction mixture and the insoluble solid was separated. The solid was purified with ethanol-ether, giving 5.20 g of 2-{3-(2-acetylaminoacetoxy-3-methoxypropoxy)phenyl carbamoyl}ethylbutylmethylsulfonium iodide (Compound 63) in 89.3% yield. The reactants are ( 2 ), CO (methanol), ClC=1C(=NC=CC1)C1=CC=C(C=C1)C (3-chloro-2-para-tolylpyridine), ceric ammonium nitrate, CO (methanol). Reaction conditions: temperature 25 celsius. Product: ClC=1C(=NC=CC1)C1=CC=C(C=O)C=C1 (4-(3-chloropyridin-2-yl)benzaldehyde). Yield: 60.0%. As a reaction SMILES: [Cl:1][C:2]1[C:3]([C:8]2[CH:13]=[CH:12][C:11]([CH3:14])=[CH:10][CH:9]=2)=[N:4][CH:5]=[CH:6][CH:7]=1.C[OH:16]>>[Cl:1][C:2]1[C:3]([C:8]2[CH:13]=[CH:12][C:11]([CH:14]=[O:16])=[CH:10][CH:9]=2)=[N:4][CH:5]=[CH:6][CH:7]=1. Procedure: {circle around (2)} 100 g (0.49 mol) of 3-chloro-2-para-tolylpyridine was dissolved in 0.5 L of methanol in a reactor. A solution of 537 g (0.98 mol) of ceric ammonium nitrate in 1 L of methanol was added dropwise, and the mixture was refluxed for 4˜6 hours. The reaction solution was cooled to 25° C. and concentrated under reduced pressure. A 10% sodium bicarbonate solution was added, and the mixture was extracted with ethyl acetate. The organic layer was dried with magnesium sulfate, and concen... The reactants are N#Cc1cccc(C(=O)O)c1, Nc1cccc(C(=O)NCCC(=O)OCc2ccccc2)c1, O=C(O)C(F)(F)F. Product: N#Cc1cccc(C(=O)Nc2cccc(C(=O)NCCC(=O)OCc3ccccc3)c2)c1. RXN SMILES: [C:1](#[N:2])[c:3]1[cH:4][c:5]([C:6](=[O:7])[OH:8])[cH:9][cH:10][cH:11]1.[CH2:19]([c:20]1[cH:21][cH:22][cH:23][cH:24][cH:25]1)[O:26][C:27]([CH2:28][CH2:29][NH:30][C:31]([c:32]1[cH:33][c:34]([NH2:38])[cH:35][cH:36][cH:37]1)=[O:39])=[O:40].[F:12][C:13]([F:14])([F:15])[C:16]([OH:17])=[O:18]>>[C:1](#[N:2])[c:3]1[cH:4][c:5]([C:6](=[O:8])[NH:38][c:34]2[cH:33][c:32]([C:31]([NH:30][CH2:29][CH2:28][C:27]([O:26][CH2:19][c:20]3[cH:21][cH:22][cH:23][cH:24][cH:25]3)=[O:40])=[O:39])[cH:37][cH:36][cH:35]2)[cH:9][cH:10][cH:11]1. Reactants: OC=1C=C(C=CC1)CC(=O)[O-] (3-hydroxyphenylacetate), tosic acid monohydrate, COC(OC)OC (trimethoxymethane). Run in CO (methanol). Product: COC(CC1=CC(=CC=C1)O)=O (methyl(3-hydroxyphenyl)acetate). RXN SMILES: [OH:1][C:2]1[CH:3]=[C:4]([CH2:8][C:9]([O-:11])=[O:10])[CH:5]=[CH:6][CH:7]=1.[CH3:12]OC(OC)OC>CO>[CH3:12][O:10][C:9](=[O:11])[CH2:8][C:4]1[CH:5]=[CH:6][CH:7]=[C:2]([OH:1])[CH:3]=1. Reported procedure: To a solution of 3-hydroxyphenylacetate (2.0 g) in methanol (10 ml), 250 mg of tosic acid monohydrate and 2.9 ml of trimethoxymethane were added, and the reaction solution was heated to reflux for 5 hours. The reaction solution was cooled, and then the solvent was distilled off under reduced pressure. The residual residue was diluted with diethyl ether, washed with a saturated aqueous sodium bicarbonate solution, and dried over anhydrous magnesium sulfate. The solvent was distilled off under red...